Dataset: the Open Reaction Database (ORD), a public repository of structured organic reaction records. Task: describe an organic reaction: reactants, conditions, products, and yield Procedure: In a process analogous to Example 16 by substituting (±) N-(4,5,5a,6,7,8-hexahydro-6-methylthiazolo[4,5-f]quinolin-2-yl)-2-methylpropanamide (Example 15) for (±) N-(4,5,5a,6,7,8-hexahydro-6-propylthiazolo[4,5-f]quinolin-2-yl)-2-methylpropanamide (Example 15c), the title compound can be prepared as its dihydrochloride salt, hydrate; mp 265°-267° C. (dec.). [α]D =+164.4° (C=1.17, H2O). As a reaction SMILES: [CH2:1]([N:4]1[CH:13]2[C:8]([C:9]3[N:16]=[C:15]([NH:17]C(=O)C(C)C)[S:14][C:10]=3[CH2:11][CH2:12]2)=[CH:7][CH2:6][CH2:5]1)CC.C1(N)C(F)=C(F)C(F)=C(N)C=1F.Cl.Cl>>[CH3:1][N:4]1[CH:13]2[C:8]([C:9]3[N:16]=[C:15]([NH2:17])[S:14][C:10]=3[CH2:11][CH2:12]2)=[CH:7][CH2:6][CH2:5]1 |f:1.2.3|. Reactants: C(CC)N1CCC=C2C3=C(CCC12)SC(=N3)NC(C(C)C)=O ((±) N-(4,5,5a,6,7,8-hexahydro-6-propylthiazolo[4,5-f]quinolin-2-yl)-2-methylpropanamide), C1(=C(C(=C(C(=C1F)F)F)N)F)N.Cl.Cl (dihydrochloride), hydrate. The product is CN1CCC=C2C3=C(CCC12)SC(=N3)N ((+) 4,5,5a,6,7,8-Hexahydro-6-methylthiazolo[4,5-f]quinolin-2-amine). Starting materials: BrC1=CC(=C(OC2=NC(=CC(=C2C)NC(CC)CC)C)C(=C1)C)C ([2-(4-bromo-2,6-dimethyl-phenoxy)-3,6-dimethyl-pyridin-4-yl]-(1-ethyl-propyl)-amine), C1CCOC1 (THF), n,N-dimethylformamide. Run at temperature -78 celsius, time 10 minute. Yields the product C(C)C(CC)NC1=C(C(=NC(=C1)C)OC1=C(C=C(C=O)C=C1C)C)C (4-[4-(1-Ethyl-propylamino)-3,6-dimethyl-pyridin-2-yloxy]-3,5-dimethyl-benzaldehyde). RXN SMILES: Br[C:2]1[CH:22]=[C:21]([CH3:23])[C:5]([O:6][C:7]2[C:12]([CH3:13])=[C:11]([NH:14][CH:15]([CH2:18][CH3:19])[CH2:16][CH3:17])[CH:10]=[C:9]([CH3:20])[N:8]=2)=[C:4]([CH3:24])[CH:3]=1.C1C[O:28][CH2:27]C1>>[CH2:16]([CH:15]([NH:14][C:11]1[CH:10]=[C:9]([CH3:20])[N:8]=[C:7]([O:6][C:5]2[C:21]([CH3:23])=[CH:22][C:2]([CH:27]=[O:28])=[CH:3][C:4]=2[CH3:24])[C:12]=1[CH3:13])[CH2:18][CH3:19])[CH3:17]. Procedure details: To a solution of [2-(4-bromo-2,6-dimethyl-phenoxy)-3,6-dimethyl-pyridin-4-yl]-(1-ethyl-propyl)-amine in dry THF was added n-butylithium at −78° C. After stirring at −78° C. for 10 min, n,N-dimethylformamide was added and the resulting mixture was stirred at −78° C. for 20 min, the dry-ice bath was removed. After stirring for 5 min, the mixture was quenched with diluted HCl, water and adjusted to pH 7.5 and extracted with ethyl acetate. The organic layer was separated, dried, and concentrated to ... The reactants are CCOC(=O)c1c(Cl)c2sccc2n(Cc2cccc(F)c2)c1=O, C1CNCCN1, ClCCl. Product: CCOC(=O)c1c(N2CCNCC2)c2sccc2n(Cc2cccc(F)c2)c1=O. RXN SMILES: [CH2:1]([CH3:2])[O:3][C:4](=[O:5])[c:6]1[c:7]([Cl:24])[c:8]2[c:9]([n:10]([CH2:13][c:14]3[cH:15][c:16]([F:20])[cH:17][cH:18][cH:19]3)[c:11]1=[O:12])[cH:21][cH:22][s:23]2.[CH2:25]1[CH2:26][NH:27][CH2:28][CH2:29][NH:30]1.[Cl:31][CH2:32][Cl:33]>>[CH2:1]([CH3:2])[O:3][C:4](=[O:5])[c:6]1[c:7]([N:27]2[CH2:26][CH2:25][NH:30][CH2:29][CH2:28]2)[c:8]2[c:9]([n:10]([CH2:13][c:14]3[cH:15][c:16]([F:20])[cH:17][cH:18][cH:19]3)[c:11]1=[O:12])[cH:21][cH:22][s:23]2. Starting materials: C(C1=CC=CC=C1)=O (benzaldehyde), NCCC1=CC=C(OC2=NC=C(C#N)C=C2)C=C1 (6-[4-(2-aminoethyl)phenoxy]nicotinonitrile), [BH3-]C#N.[Na+] (NaBH3CN). Run in CO (methanol). Conditions: time 18 hour. Yields the product C(C1=CC=CC=C1)NCCC1=CC=C(OC2=NC=C(C#N)C=C2)C=C1 (6-[4-(2-Benzylaminoethyl)phenoxy]nicotinonitrile). Reaction SMILES: [NH2:1][CH2:2][CH2:3][C:4]1[CH:18]=[CH:17][C:7]([O:8][C:9]2[CH:16]=[CH:15][C:12]([C:13]#[N:14])=[CH:11][N:10]=2)=[CH:6][CH:5]=1.[CH:19](=O)[C:20]1[CH:25]=[CH:24][CH:23]=[CH:22][CH:21]=1.[BH3-]C#N.[Na+]>CO>[CH2:19]([NH:1][CH2:2][CH2:3][C:4]1[CH:5]=[CH:6][C:7]([O:8][C:9]2[CH:16]=[CH:15][C:12]([C:13]#[N:14])=[CH:11][N:10]=2)=[CH:17][CH:18]=1)[C:20]1[CH:25]=[CH:24][CH:23]=[CH:22][CH:21]=1 |f:2.3|. Reported procedure: Dissolve 6-[4-(2-aminoethyl)phenoxy]nicotinonitrile (2.09 g, 8.75 mmol) in methanol. Add 3 Å molecular sieves and benzaldehyde (0.89 mL, 8.75 mmol). Stir at room temperature for 18 hours. Add NaBH3CN (1.10 g). After the bubbling subsides, filter. Purify by flash chromatography, eluting with 3% (2.0 M NH3 in methanol) in dichloromethane to give the title compound: HRMS calcd for C22H20N3O 330.1620 (M+H)+, found 330.1620, time 0.39 min, MS TOF ES+ 330.2 (M+H)+; HPLC [YMC-Pack Pro C-18 (150×4.6 mm,...